Dataset: the Open Reaction Database (ORD), a public repository of structured organic reaction records. Task: describe an organic reaction: reactants, conditions, products, and yield Reactants: Cl.Cl.ClC=1C(=C(C=CC1)NC(=O)C1=CC(=CC=2NC(=NC21)[C@H]2NCCC2)NC(=O)C2=C(C=CC=C2)C(F)(F)F)C (N-(3-Chloro-2-methylphenyl)-2-[(2S)-pyrrolidin-2-yl]-6-({[2-(trifluoromethyl)phenyl]carbonyl}amino)-1H-benzimidazole-4-carboxamide dihydrochloride), N1=CC=CC=C1 (pyridine), ice water, C(C)(=O)Cl (acetyl chloride). Run in C1CCOC1 (THF). Product: C(C)(=O)N1[C@@H](CCC1)C1=NC2=C(N1)C=C(C=C2C(=O)NC2=C(C(=CC=C2)Cl)C)NC(=O)C2=C(C=CC=C2)C(F)(F)F (2-[(2S)-1-Acetylpyrrolidin-2-yl]-N-(3-chloro-2-methylphenyl)-6-({[2-(trifluoromethyl)phenyl]carbonyl}amino)-1H-benzimidazole-4-carboxamide). As a reaction SMILES: Cl.Cl.[Cl:3][C:4]1[C:5]([CH3:40])=[C:6]([NH:10][C:11]([C:13]2[C:21]3[N:20]=[C:19]([C@@H:22]4[CH2:26][CH2:25][CH2:24][NH:23]4)[NH:18][C:17]=3[CH:16]=[C:15]([NH:27][C:28]([C:30]3[CH:35]=[CH:34][CH:33]=[CH:32][C:31]=3[C:36]([F:39])([F:38])[F:37])=[O:29])[CH:14]=2)=[O:12])[CH:7]=[CH:8][CH:9]=1.N1C=CC=CC=1.[C:47](Cl)(=[O:49])[CH3:48]>C1COCC1>[C:47]([N:23]1[CH2:24][CH2:25][CH2:26][C@H:22]1[C:19]1[NH:18][C:17]2[CH:16]=[C:15]([NH:27][C:28]([C:30]3[CH:35]=[CH:34][CH:33]=[CH:32][C:31]=3[C:36]([F:39])([F:37])[F:38])=[O:29])[CH:14]=[C:13]([C:11]([NH:10][C:6]3[CH:7]=[CH:8][CH:9]=[C:4]([Cl:3])[C:5]=3[CH3:40])=[O:12])[C:21]=2[N:20]=1)(=[O:49])[CH3:48] |f:0.1.2|. Procedure details: To a solution of N-(3-chloro-2-methylphenyl)-2-[(2S)-pyrrolidin-2-yl]-6-({[2-(trifluoromethyl)phenyl]carbonyl}amino)-1H-benzimidazole-4-carboxamide (Example 71) (26 mg) in THF solution (0.5 mL), was added pyridine (12 μL), and the mixture was stirred under ice-cooling. To the mixture was added acetyl chloride (5.1 μL), and it was stirred at room temperature for 1 hour. To the reaction mixture was added ice water, and the mixture was extracted with ethyl acetate. The organic layer was washed with... Reactants: CCOC(C)=O, CCCCCC, CCOC(C)=O, NCc1ccc(Cl)cc1, CN(C)C=O, O=C(O)c1ccc2cnccc2n1. The product is O=C(NCc1ccc(Cl)cc1)c1ccc2cnccc2n1. Reaction SMILES: [C:23]([O:24][CH2:25][CH3:26])(=[O:27])[CH3:28].[CH3:29][CH2:30][CH2:31][CH2:32][CH2:33][CH3:34].[CH3:35][CH2:36][O:37][C:38](=[O:39])[CH3:40].[Cl:14][c:15]1[cH:16][cH:17][c:18]([CH2:19][NH2:20])[cH:21][cH:22]1.[O:41]=[CH:42][N:43]([CH3:44])[CH3:45].[n:1]1[c:2]([C:11](=[O:12])[OH:13])[cH:3][cH:4][c:5]2[cH:6][n:7][cH:8][cH:9][c:10]12>>[n:1]1[c:2]([C:11](=[O:13])[NH:20][CH2:19][c:18]2[cH:17][cH:16][c:15]([Cl:14])[cH:22][cH:21]2)[cH:3][cH:4][c:5]2[cH:6][n:7][cH:8][cH:9][c:10]12. Procedure details: The compound of Example 8 (200 mg, 0.32 mmol) and excess amount of methylamine were reacted in a similar manner to Example 9 to give the titled compound (75.0 mg, 40%). The yield is 40.0%. As a reaction SMILES: Br.[Cl:2][C:3]1[CH:8]=[C:7]([Cl:9])[CH:6]=[CH:5][C:4]=1[C:10]1([OH:37])[C:18]2[C:13](=[CH:14][C:15]([C:23](O)=[O:24])=[CH:16][C:17]=2[C:19]([F:22])([F:21])[F:20])[N:12]([CH2:26][C@H:27]2[CH2:30][C@H:29]([N:31]([CH2:34][CH3:35])[CH2:32][CH3:33])[CH2:28]2)[C:11]1=[O:36].[CH3:38][NH2:39]>>[ClH:2].[CH3:38][NH:39][C:23]([C:15]1[CH:14]=[C:13]2[C:18]([C:10]([C:4]3[CH:5]=[CH:6][C:7]([Cl:9])=[CH:8][C:3]=3[Cl:2])([OH:37])[C:11](=[O:36])[N:12]2[CH2:26][C@H:27]2[CH2:30][C@H:29]([N:31]([CH2:34][CH3:35])[CH2:32][CH3:33])[CH2:28]2)=[C:17]([C:19]([F:20])([F:22])[F:21])[CH:16]=1)=[O:24] |f:0.1,3.4|. Yields the product Cl.CNC(=O)C1=CC(=C2C(C(N(C2=C1)C[C@@H]1C[C@H](C1)N(CC)CC)=O)(O)C1=C(C=C(C=C1)Cl)Cl)C(F)(F)F (N-methyl-3-(2,4-dichlorophenyl)-1-[trans-3-(diethylamino)-cyclobutylmethyl]-4-trifluoromethyl-3-hydroxy-2-oxoindoline-6-carboxamide hydrochloride). Starting materials: Br.ClC1=C(C=CC(=C1)Cl)C1(C(N(C2=CC(=CC(=C12)C(F)(F)F)C(=O)O)C[C@@H]1C[C@H](C1)N(CC)CC)=O)O (3-(2,4-dichlorophenyl)-1-[trans-3-(diethylamino)-cyclobutylmethyl]-4-trifluoromethyl-3-hydroxy-2-oxoindoline-6-carboxylic Acid Hydrobromide), CN (methylamine).